This data is from the Open Reaction Database (ORD), a public repository of structured organic reaction records. The task is: describe an organic reaction: reactants, conditions, products, and yield Product: NC=1C(=NC(=CN1)C1=CC=C(C=C1)S(=O)(=O)C(C)C)C(=O)N(C)OC (3-Amino-6-(4-isopropylsulfonylphenyl)-N-methoxy-N-methyl-pyrazine-2-carboxamide). Procedure: 3-Amino-6-(4-isopropylsulfonylphenyl)pyrazine-2-carboxylic acid (10 g, 31.12 mmol) was dissolved in THF (80 mL) and cooled to 0° C. N-methoxymethanamine hydrochloride (3.642 g, 37.34 mmol), 1-hydroxybenzotriazole hydrate (5.242 g, 34.23 mmol), DIPEA (8.044 g, 10.84 mL, 62.24 mmol) and 3-(ethyliminomethyleneamino)-N,N-dimethyl-propan-1-amine (5.314 g, 34.23 mmol) was added and the reaction mixture allowed to warm to ambient temperature over 15 hours. The reaction mixture was concentrated in vacuo... Reaction conditions: temperature 0 celsius. Isolated yield 77.6%. Run in C1CCOC1 (THF). The reactants are Cl.CONC (N-methoxymethanamine hydrochloride), O.ON1N=NC2=C1C=CC=C2 (1-hydroxybenzotriazole hydrate), CCN(C(C)C)C(C)C (DIPEA), C(C)N=C=NCCCN(C)C (3-(ethyliminomethyleneamino)-N,N-dimethyl-propan-1-amine), NC=1C(=NC(=CN1)C1=CC=C(C=C1)S(=O)(=O)C(C)C)C(=O)O (3-Amino-6-(4-isopropylsulfonylphenyl)pyrazine-2-carboxylic acid). Reaction SMILES: [NH2:1][C:2]1[C:3]([C:20](O)=[O:21])=[N:4][C:5]([C:8]2[CH:13]=[CH:12][C:11]([S:14]([CH:17]([CH3:19])[CH3:18])(=[O:16])=[O:15])=[CH:10][CH:9]=2)=[CH:6][N:7]=1.Cl.[CH3:24][O:25][NH:26][CH3:27].O.ON1C2C=CC=CC=2N=N1.CCN(C(C)C)C(C)C.C(N=C=NCCCN(C)C)C>C1COCC1>[NH2:1][C:2]1[C:3]([C:20]([N:26]([O:25][CH3:24])[CH3:27])=[O:21])=[N:4][C:5]([C:8]2[CH:9]=[CH:10][C:11]([S:14]([CH:17]([CH3:19])[CH3:18])(=[O:16])=[O:15])=[CH:12][CH:13]=2)=[CH:6][N:7]=1 |f:1.2,3.4|. Starting materials: O=C1NN=C(C2CC2)C1=C1C=C(Cl)c2ccccc2N1, O=C(Nc1ccc(S)cc1)C1CC1. Yields the product O=C1NN=C(C2CC2)C1=C1C=C(Sc2ccc(NC(=O)C3CC3)cc2)c2ccccc2N1. RXN SMILES: [Cl:1][C:2]1=[CH:3][C:4](=[C:12]2[C:13]([CH:18]3[CH2:19][CH2:20]3)=[N:14][NH:15][C:16]2=[O:17])[NH:5][c:6]2[cH:7][cH:8][cH:9][cH:10][c:11]21.[SH:21][c:22]1[cH:23][cH:24][c:25]([NH:28][C:29](=[O:30])[CH:31]2[CH2:32][CH2:33]2)[cH:26][cH:27]1>>[C:2]1([S:21][c:22]2[cH:23][cH:24][c:25]([NH:28][C:29](=[O:30])[CH:31]3[CH2:32][CH2:33]3)[cH:26][cH:27]2)=[CH:3][C:4](=[C:12]2[C:13]([CH:18]3[CH2:19][CH2:20]3)=[N:14][NH:15][C:16]2=[O:17])[NH:5][c:6]2[cH:7][cH:8][cH:9][cH:10][c:11]21. The reactants are ClC=1C(=NC=CC1)N[C@H]1CN(CCC1)C(=O)OC(C)(C)C ((R)-tert-butyl 3-((3-chloropyridin-2-yl)amino)piperidine-1-carboxylate), BrC1=CC=C(C(=O)Cl)C=C1 (4-bromobenzoyl chloride), C[Si](C)(C)[N-][Si](C)(C)C.[Li+] (lithium bis(trimethylsilyl)amide). The solvent is C1CCOC1 (THF). Run at time 8 hour. Product: BrC1=CC=C(C(=O)N([C@H]2CN(CCC2)C(=O)OC(C)(C)C)C2=NC=CC=C2Cl)C=C1 (tert-butyl (3R)-3-[(4-bromobenzoyl)(3-chloropyridin-2-yl)amino]piperidine-1-carboxylate). Yield: 63.0%. RXN SMILES: [Cl:1][C:2]1[C:3]([NH:8][C@@H:9]2[CH2:14][CH2:13][CH2:12][N:11]([C:15]([O:17][C:18]([CH3:21])([CH3:20])[CH3:19])=[O:16])[CH2:10]2)=[N:4][CH:5]=[CH:6][CH:7]=1.[Br:22][C:23]1[CH:31]=[CH:30][C:26]([C:27](Cl)=[O:28])=[CH:25][CH:24]=1.C[Si]([N-][Si](C)(C)C)(C)C.[Li+]>C1COCC1>[Br:22][C:23]1[CH:31]=[CH:30][C:26]([C:27]([N:8]([C:3]2[C:2]([Cl:1])=[CH:7][CH:6]=[CH:5][N:4]=2)[C@@H:9]2[CH2:14][CH2:13][CH2:12][N:11]([C:15]([O:17][C:18]([CH3:21])([CH3:20])[CH3:19])=[O:16])[CH2:10]2)=[O:28])=[CH:25][CH:24]=1 |f:2.3|. Reported procedure: To a solution of Preparation 1 (R)-tert-butyl 3-((3-chloropyridin-2-yl)amino)piperidine-1-carboxylate (100 g, 321 mmol) and 4-bromobenzoyl chloride (73.7 g, 336 mmol) in dry THF (500 mL) was added 1 M lithium bis(trimethylsilyl)amide (362 mL, 362 mmol) dropwise at 0° C. The reaction mixture was warmed and stirred at room temperature overnight. The reaction was quenched with water and extracted with EtOAc (3×1000 mL). The combined organic layers were washed with brine, dried over Na2SO4, filtered...